From a dataset of the Open Reaction Database (ORD), a public repository of structured organic reaction records. describe an organic reaction: reactants, conditions, products, and yield As a reaction SMILES: [CH2:1]([c:2]1[cH:3][cH:4][cH:5][cH:6][cH:7]1)[n:8]1[c:9]([CH:20]([CH:21]([CH3:22])[CH3:23])[n:24]2[c:25](-[c:41]3[cH:42][cH:43][c:44]([CH3:47])[cH:45][cH:46]3)[n:26][c:27]([CH2:29][N:30]3[C:31](=[O:32])[c:33]4[cH:34][cH:35][cH:36][cH:37][c:38]4[C:39]3=[O:40])[cH:28]2)[n:10][c:11]2[cH:12][c:13]([Cl:19])[cH:14][cH:15][c:16]2[c:17]1=[O:18].[CH3:51][CH2:52][OH:53].[NH2:49][NH2:50].[OH2:48]>>[CH2:1]([c:2]1[cH:3][cH:4][cH:5][cH:6][cH:7]1)[n:8]1[c:9]([CH:20]([CH:21]([CH3:22])[CH3:23])[n:24]2[c:25](-[c:41]3[cH:42][cH:43][c:44]([CH3:47])[cH:45][cH:46]3)[n:26][c:27]([CH2:29][NH2:30])[cH:28]2)[n:10][c:11]2[cH:12][c:13]([Cl:19])[cH:14][cH:15][c:16]2[c:17]1=[O:18]. The product is Cc1ccc(-c2nc(CN)cn2C(c2nc3cc(Cl)ccc3c(=O)n2Cc2ccccc2)C(C)C)cc1. The reactants are Cc1ccc(-c2nc(CN3C(=O)c4ccccc4C3=O)cn2C(c2nc3cc(Cl)ccc3c(=O)n2Cc2ccccc2)C(C)C)cc1, CCO, NN, O. The reactants are C(=O)=O.CC(=O)C (dry ice acetone), ClC=1C=2N(C=CN1)C(=NC2C2=CC=C1C=CC=NC1=C2)C2CCC2 (7-(8-chloro-3-cyclobutylimidazo[1,5-a]pyrazin-1-yl)-quinoline), N (NH3). Run in N.CC(C)O (NH3 iPrOH). Run at temperature 110 celsius. Yields the product C1(CCC1)C1=NC(=C2N1C=CN=C2N)C2=CC=C1C=CC=NC1=C2 (3-Cyclobutyl-1-quinolin-7-yl-imidazo[1,5-a]pyrazin-8-ylamine). RXN SMILES: [NH3:1].C(=O)=O.CC(C)=O.Cl[C:10]1[C:11]2[N:12]([C:16]([CH:29]3[CH2:32][CH2:31][CH2:30]3)=[N:17][C:18]=2[C:19]2[CH:28]=[C:27]3[C:22]([CH:23]=[CH:24][CH:25]=[N:26]3)=[CH:21][CH:20]=2)[CH:13]=[CH:14][N:15]=1>N.CC(O)C>[CH:29]1([C:16]2[N:12]3[CH:13]=[CH:14][N:15]=[C:10]([NH2:1])[C:11]3=[C:18]([C:19]3[CH:28]=[C:27]4[C:22]([CH:23]=[CH:24][CH:25]=[N:26]4)=[CH:21][CH:20]=3)[N:17]=2)[CH2:32][CH2:31][CH2:30]1 |f:1.2,4.5|. Procedure: Gaseous NH3 was condensed into a cooled (dry ice/acetone) solution of 7-(8-chloro-3-cyclobutylimidazo[1,5-a]pyrazin-1-yl)-quinoline (203.2 mg, 0.607 mmol) in 2M NH3/iPrOH (6 mL) in a pressure tube until the volume was doubled, then the tube was sealed and heated to 110° C. (bath temp.) for 19 h. The ammonia was evaporated, the crude material was adsorbed onto Hydromatrix and chromatographed on silica gel [Jones Flashmaster, 10 g/70 mL cartridge, eluting with CH2Cl2 1:1 (1-6)→2% MeOH in CH2Cl2 (7... Reactants: CCOC(=O)C(OCC)OCC, [Li]CCCC, CCOCC, C#CC(C)(C)OC1CCCCO1, [Cl-], [NH4+]. Product: CCOC(OCC)C(=O)C#CC(C)(C)OC1CCCCO1. As a reaction SMILES: [CH2:18]([CH3:19])[O:20][CH:21]([C:22](=[O:23])[O:24][CH2:25][CH3:26])[O:27][CH2:28][CH3:29].[CH2:1]([Li:2])[CH2:3][CH2:4][CH3:5].[CH3:32][CH2:33][O:34][CH2:35][CH3:36].[CH3:6][C:7]([CH3:8])([C:9]#[CH:10])[O:11][CH:12]1[O:13][CH2:14][CH2:15][CH2:16][CH2:17]1.[Cl-:30].[NH4+:31]>>[CH3:6][C:7]([CH3:8])([C:9]#[C:10][C:22]([CH:21]([O:20][CH2:18][CH3:19])[O:27][CH2:28][CH3:29])=[O:23])[O:11][CH:12]1[O:13][CH2:14][CH2:15][CH2:16][CH2:17]1. Reactants: C(C(C)C)[Al]CC(C)C (diisobutylaluminum), C1CCOC1 (THF), C(C)OC(=O)C1=C(N2C(S1)=CN=C2)C(=O)OCC (2,3-bis(ethoxycarbonyl)imidazo[5,1-b]thiazole). Run in C(C)OCC (diethyl ether), O (water). Conditions: time 1 hour. Yields the product OCC1=C(N2C(S1)=CN=C2)CO (2,3-dihydroxymethylimidazo[5,1-b]thiazole). The yield is 80.4%. As a reaction SMILES: C([Al]CC(C)C)C(C)C.C1COCC1.C([O:17][C:18]([C:20]1[S:24][C:23]2=[CH:25][N:26]=[CH:27][N:22]2[C:21]=1[C:28](OCC)=[O:29])=O)C>C(OCC)C.O>[OH:17][CH2:18][C:20]1[S:24][C:23]2=[CH:25][N:26]=[CH:27][N:22]2[C:21]=1[CH2:28][OH:29] |^1:1|. Procedure details: A 1.33 ml potion of a 1.5M diisobutylaluminum hydridetoluene solution was added dropwise to 5 ml of an anhydrous THF solution containing 268 mg of 2,3-bis(ethoxycarbonyl)imidazo[5,1-b]thiazole in an argon atmosphere at -78° C., and the mixture was then stirred at the same temperature for 1 hour. Then, the reaction solution was diluted with 5 ml of diethyl ether, and 1.5 ml of water was then added thereto. After stirred at room temperature for 2 hours, the solution was filtered through Celite. Th... Reactants: FC1=CC=C(C=C1)CC(=O)NC(NC1=CC=C(C=C1)N1C=CC=2C(=NC=CC21)NC(OC(C)(C)C)=O)=S (tert-Butyl 1-(4-(3-(2-(4-fluorophenyl)acetyl)thioureido)phenyl)-1H-pyrrolo[3,2-c]pyridin4-ylcarbamate), Cl (HCl). Run in O1CCOCC1 (dioxane). Reaction conditions: time 2 hour. Product: Cl.NC1=NC=CC2=C1C=CN2C2=CC=C(C=C2)NC(=S)NC(CC2=CC=C(C=C2)F)=O (1-(4-(4-Amino-1H-pyrrolo[3,2-c]pyridin-1-yl)phenyl)-3-(2-(4-fluorophenyl)acetyl)thiourea, hydrochloride salt), hydrochloride salt. The yield is 74.0%. As a reaction SMILES: [F:1][C:2]1[CH:7]=[CH:6][C:5]([CH2:8][C:9]([NH:11][C:12](=[S:37])[NH:13][C:14]2[CH:19]=[CH:18][C:17]([N:20]3[C:28]4[CH:27]=[CH:26][N:25]=[C:24]([NH:29]C(=O)OC(C)(C)C)[C:23]=4[CH:22]=[CH:21]3)=[CH:16][CH:15]=2)=[O:10])=[CH:4][CH:3]=1.[ClH:38]>O1CCOCC1>[ClH:38].[NH2:29][C:24]1[C:23]2[CH:22]=[CH:21][N:20]([C:17]3[CH:16]=[CH:15][C:14]([NH:13][C:12]([NH:11][C:9](=[O:10])[CH2:8][C:5]4[CH:4]=[CH:3][C:2]([F:1])=[CH:7][CH:6]=4)=[S:37])=[CH:19][CH:18]=3)[C:28]=2[CH:27]=[CH:26][N:25]=1 |f:3.4|. Procedure details: tert-Butyl 1-(4-(3-(2-(4-fluorophenyl)acetyl)thioureido)phenyl)-1H-pyrrolo[3,2-c]pyridin4-ylcarbamate (10 mg, 0.19 mmol) was treated with 4 N HCl in dioxane (2 mL) and stirred at RT for 2 h. The reaction mixture was concentrated in vacuo and the remaining solid was triturated twice with EtOAc (˜0.5 mL) to afford the title compound as the hydrochloride salt (6.5 mg, 74%). 1H NMR (DMSO-d6) δ 12.48 (s, 1H), 11.80 (s, 1H), 8.42 (br s, 2H), 7.88 (d, 2H, J=8.5 Hz), 7.78 (d, 1H, J=3.1 Hz), 7.64-7.55 (m... Reactants: ClC(=O)OCC1=CC=CC=C1 (benzyl chloroformate), NCC1NC2=C(N(C(C1)=O)CC1=CC=CC=C1)C=CC=C2 (4-(aminomethyl)-1-benzyl-1,3,4,5-tetrahydro-1,5-benzodiazepin-2(2H)-one), C(O)([O-])=O.[Na+] (sodium hydrogencarbonate). Solvent: ClCCCl (1,2-dichloroethane). Conditions: time 10 minute. Yields the product C(C1=CC=CC=C1)N1C(CC(NC2=C1C=CC=C2)C(N)C(=O)OCC2=CC=CC=C2)=O (l-benzyl-4-(benzyloxycarbonyl aminomethyl)-1,3,4,5-tetrahydro-1,5-benzodiazepin-2(2H)-one). As a reaction SMILES: [NH2:1][CH2:2][CH:3]1[CH2:9][C:8](=[O:10])[N:7]([CH2:11][C:12]2[CH:17]=[CH:16][CH:15]=[CH:14][CH:13]=2)[C:6]2[CH:18]=[CH:19][CH:20]=[CH:21][C:5]=2[NH:4]1.Cl[C:23]([O:25][CH2:26][C:27]1[CH:32]=[CH:31][CH:30]=[CH:29][CH:28]=1)=[O:24].C(=O)([O-])O.[Na+]>ClCCCl>[CH2:11]([N:7]1[C:6]2[CH:18]=[CH:19][CH:20]=[CH:21][C:5]=2[NH:4][CH:3]([CH:2]([C:23]([O:25][CH2:26][C:27]2[CH:32]=[CH:31][CH:30]=[CH:29][CH:28]=2)=[O:24])[NH2:1])[CH2:9][C:8]1=[O:10])[C:12]1[CH:13]=[CH:14][CH:15]=[CH:16][CH:17]=1 |f:2.3|. Reported procedure: A solution of 4-(aminomethyl)-1-benzyl-1,3,4,5-tetrahydro-1,5-benzodiazepin-2(2H)-one (0.99 g, 3.5 mmol) in 1,2-dichloroethane (15 mL) was cooled to 0° C., to which was added dropwise benzyl chloroformate (0.51 mL, 3.6 mmol). The mixture was stirred for 10 minutes at the same temperature, and for 25 minutes at room temperature. To the reaction mixture was added a saturated aqueous solution of sodium hydrogencarbonate. The aqueous layer was separated, and the organic layer was washed with water a... Reactants: [BH4-], N#Cc1cccc(C2C3=C(CCCC3=O)NC3=C2C(=O)CCC3)c1, CCO, CCOC(C)=O, [Na+], O. The product is N#Cc1cccc(C2C3=C(CCCC3)NC3=C2C(=O)CCC3)c1. As a reaction SMILES: [BH4-:25].[C:1](#[N:2])[c:3]1[cH:4][c:5]([CH:9]2[C:10]3=[C:15]([CH2:14][CH2:13][CH2:12][C:11]3=[O:24])[NH:16][C:17]3=[C:22]2[C:21](=[O:23])[CH2:20][CH2:19][CH2:18]3)[cH:6][cH:7][cH:8]1.[CH3:27][CH2:28][OH:29].[CH3:31][CH2:32][O:33][C:34](=[O:35])[CH3:36].[Na+:26].[OH2:30]>>[C:1](#[N:2])[c:3]1[cH:4][c:5]([CH:9]2[C:10]3=[C:15]([CH2:14][CH2:13][CH2:12][CH2:11]3)[NH:16][C:17]3=[C:22]2[C:21](=[O:23])[CH2:20][CH2:19][CH2:18]3)[cH:6][cH:7][cH:8]1.